This data is from the Open Reaction Database (ORD), a public repository of structured organic reaction records. The task is: describe an organic reaction: reactants, conditions, products, and yield The reactants are CN(CCOc1ccc(CC2SC(=O)NC2=O)cc1)c1ccccn1, CS(=O)(=O)O, CC#N. Yields the product CN(CCOc1ccc(CC2SC(=O)NC2=O)cc1)c1ccccn1, CS(=O)(=O)O. Reaction SMILES: [CH3:1][N:2]([c:3]1[n:4][cH:5][cH:6][cH:7][cH:8]1)[CH2:9][CH2:10][O:11][c:12]1[cH:13][cH:14][c:15]([CH2:16][CH:17]2[C:18](=[O:23])[NH:19][C:20](=[O:22])[S:21]2)[cH:24][cH:25]1.[CH3:26][S:27]([OH:28])(=[O:29])=[O:30].[CH3:31][C:32]#[N:33]>>[CH3:1][N:2]([c:3]1[n:4][cH:5][cH:6][cH:7][cH:8]1)[CH2:9][CH2:10][O:11][c:12]1[cH:13][cH:14][c:15]([CH2:16][CH:17]2[C:18](=[O:23])[NH:19][C:20](=[O:22])[S:21]2)[cH:24][cH:25]1.[CH3:26][S:27](=[O:28])(=[O:29])[OH:30]. Reactants: CCO, CCOC(=O)CCC(F)(F)C(N)=O, CC[O-], CCO, Cl, [Na+], C1COCCO1. The product is O=C1CCC(F)(F)C(=O)N1. Reaction SMILES: [CH2:14]([OH:15])[CH3:16].[CH2:1]([O:3][C:4](=[O:2])[CH2:5][CH2:6][C:7]([F:8])([F:9])[C:10]([NH2:11])=[O:12])[CH3:13].[CH3:17][CH2:18][O-:19].[CH3:22][CH2:23][OH:24].[ClH:21].[Na+:20].[O:25]1[CH2:26][CH2:27][O:28][CH2:29][CH2:30]1>>[O:3]=[C:4]1[CH2:5][CH2:6][C:7]([F:8])([F:9])[C:10](=[O:12])[NH:11]1. Reaction conditions: time 1 hour. As a reaction SMILES: [C:1]([CH2:3]C(CC1C2C(=CC=CC=2)C=CC=1)C(O)=O)#[N:2].[CH2:19]([O:21][C:22](=[O:40])[CH:23]([CH2:29][C:30]1[C:39]2[C:34](=[CH:35][CH:36]=[CH:37][CH:38]=2)[CH:33]=[CH:32][CH:31]=1)[C:24]([O:26][CH2:27][CH3:28])=[O:25])[CH3:20].ClCC#N.[H-].[Na+]>CN(C=O)C>[CH2:27]([O:26][C:24](=[O:25])[C:23]([CH2:3][C:1]#[N:2])([CH2:29][C:30]1[C:39]2[C:34](=[CH:35][CH:36]=[CH:37][CH:38]=2)[CH:33]=[CH:32][CH:31]=1)[C:22]([O:21][CH2:19][CH3:20])=[O:40])[CH3:28] |f:3.4|. Starting materials: C(#N)CC(C(=O)O)CC1=CC=CC2=CC=CC=C12 (2(R,S)-Cyanomethyl-3-α-naphthylpropionic acid), C(C)OC(C(C(=O)OCC)CC1=CC=CC2=CC=CC=C12)=O (α-naphthylmethylmalonic acid diethyl ester), ClCC#N (chloroacetonitrile), [H-].[Na+] (sodium hydride). Reported procedure: 2(R,S)-Cyanomethyl-3-α-naphthylpropionic acid: 3.0 g of α-naphthylmethylmalonic acid diethyl ester and, after 30 minutes, 0.6 ml of chloroacetonitrile are added to a stirred suspension of 0.44 g of sodium hydride dispersion in 50 ml of DMF. The reaction mixture is stirred for 1 hour at 50° and then concentrated by evaporation in a high vacuum. The residue is dissolved in ethyl acetate, washed with 0.1N hydrochloric acid and water, dried over sodium sulphate, concentrated by evaporation and purif... Solvent: CN(C)C=O (DMF). The product is C(C)OC(C(C(=O)OCC)(CC1=CC=CC2=CC=CC=C12)CC#N)=O (cyanomethyl-(α-naphthylmethyl)-malonic acid diethyl ester). Starting materials: C1COCCN1, COC(=O)C1C(CI)CCN1C(C)c1ccccc1, CC#N, [K+], [K+], O=C([O-])[O-], O. The product is COC(=O)C1C(CN2CCOCC2)CCN1C(C)c1ccccc1. Reaction SMILES: [CH2:26]1[CH2:27][O:28][CH2:29][CH2:30][NH:31]1.[CH3:1][O:2][C:3](=[O:4])[CH:5]1[N:6]([CH:12]([CH3:13])[c:14]2[cH:15][cH:16][cH:17][cH:18][cH:19]2)[CH2:7][CH2:8][CH:9]1[CH2:10][I:11].[CH3:33][C:34]#[N:35].[K+:20].[K+:21].[O-:22][C:23]([O-:24])=[O:25].[OH2:32]>>[CH3:1][O:2][C:3](=[O:4])[CH:5]1[N:6]([CH:12]([CH3:13])[c:14]2[cH:15][cH:16][cH:17][cH:18][cH:19]2)[CH2:7][CH2:8][CH:9]1[CH2:10][N:31]1[CH2:26][CH2:27][O:28][CH2:29][CH2:30]1. Procedure: A mixture of 500 g of methyl anthranilate and 438 g of 2,5-dimethoxytetrahydrofuran in 670 ml of glacial acetic acid is heated at reflux temperature for 11/2 hours. The acetic acid is then evaporated under reduced pressure and the residue is distilled to yield methyl 2-(1H-pyrrol-1-yl)-benzoate, b.p. 109°/0.1 mm Hg. RXN SMILES: [C:1]([O:10][CH3:11])(=[O:9])[C:2]1[C:3](=[CH:5][CH:6]=[CH:7][CH:8]=1)[NH2:4].CO[CH:14]1[CH2:18][CH2:17][CH:16](OC)O1>C(O)(=O)C>[N:4]1([C:3]2[CH:5]=[CH:6][CH:7]=[CH:8][C:2]=2[C:1]([O:10][CH3:11])=[O:9])[CH:14]=[CH:18][CH:17]=[CH:16]1. The product is N1(C=CC=C1)C1=C(C(=O)OC)C=CC=C1 (methyl 2-(1H-pyrrol-1-yl)-benzoate). Run in C(C)(=O)O (acetic acid). Starting materials: C(C=1C(N)=CC=CC1)(=O)OC (methyl anthranilate), COC1OC(CC1)OC (2,5-dimethoxytetrahydrofuran).